Dataset: the Open Reaction Database (ORD), a public repository of structured organic reaction records. Task: describe an organic reaction: reactants, conditions, products, and yield Yields the product COC1=C(N)C=C(C=C1)C(F)(F)F (2-methoxy-5-(trifluoromethyl) aniline). The reagents and catalysts are [Pd] (Pd/C). Yield: 99.0%. Solvent: CO (methanol). Reaction SMILES: [CH3:1][O:2][C:3]1[CH:8]=[CH:7][C:6]([C:9]([F:12])([F:11])[F:10])=[CH:5][C:4]=1[N+:13]([O-])=O>CO.[Pd]>[CH3:1][O:2][C:3]1[CH:8]=[CH:7][C:6]([C:9]([F:10])([F:11])[F:12])=[CH:5][C:4]=1[NH2:13]. Conditions: time 8 hour. Reactants: COC1=C(C=C(C=C1)C(F)(F)F)[N+](=O)[O-] (4-methoxy-3-nitrobenzotrifluoride). Reported procedure: A mixture of 4-methoxy-3-nitrobenzotrifluoride and 10% of 10% Pd/C in methanol was stirred under H2 atmosphere overnight at room temperature. The reaction mixture was filtered through celite, concentrated and dried under vacuum to provide product as an off white solid in 99% yield. ES/MS m/z 192.1 (MH+). Starting materials: C(C)(=O)NC1=CC=C(C=C1)SC1=C(C=C(C(=O)O)C=C1S(N)(=O)=O)NCC(=C)C (4-(4-acetamidophenylmercapto)-3-(2-methylallylamino)-5-sulfamoylbenzoic acid). Run in [OH-].[Na+] (sodium hydroxide). Product: NC1=CC=C(C=C1)SC1=C(C=C(C(=O)O)C=C1S(N)(=O)=O)NCC(=C)C (4-(4-aminophenylmercapto)-3-(2-methylallylamino)-5-sulfamoylbenzoic acid). Reaction SMILES: C([NH:4][C:5]1[CH:10]=[CH:9][C:8]([S:11][C:12]2[C:20]([S:21](=[O:24])(=[O:23])[NH2:22])=[CH:19][C:15]([C:16]([OH:18])=[O:17])=[CH:14][C:13]=2[NH:25][CH2:26][C:27]([CH3:29])=[CH2:28])=[CH:7][CH:6]=1)(=O)C>[OH-].[Na+]>[NH2:4][C:5]1[CH:10]=[CH:9][C:8]([S:11][C:12]2[C:20]([S:21](=[O:24])(=[O:23])[NH2:22])=[CH:19][C:15]([C:16]([OH:18])=[O:17])=[CH:14][C:13]=2[NH:25][CH2:26][C:27]([CH3:29])=[CH2:28])=[CH:7][CH:6]=1 |f:1.2|. Reported procedure: The mixture of 2 g of 4-(4-acetamidophenylmercapto)-3-(2-methylallylamino)-5-sulfamoylbenzoic acid and 20 ml of 2 N aqueous sodium hydroxide is refluxed for 1 hour under nitrogen. After cooling it is filtered and the filtrate acidified with acetic acid to a pH of 4-5. The precipitate formed is filtered off and recrystallized from aqueous ethanol, to yield the 4-(4-aminophenylmercapto)-3-(2-methylallylamino)-5-sulfamoylbenzoic acid melting at 237°-240°. Starting materials: ClC=1C=NC=C(C(=NO)Cl)C1 (5-Chloro-N-hydroxynicotinimidoyl chloride), C(#C)C1=C(C=C(C=C1)F)F (1-ethynyl-2,4-difluorobenzene), N (NH3). Product: ClC=1C=C(C=NC1)C1=NOC(=C1)C1=C(C=C(C=C1)F)F (3-(5-Chloropyridin-3-yl)-5-(2,4-difluorophenyl)isoxazole). RXN SMILES: [Cl:1][C:2]1[CH:3]=[N:4][CH:5]=[C:6]([CH:11]=1)[C:7](Cl)=[N:8][OH:9].[C:12]([C:14]1[CH:19]=[CH:18][C:17]([F:20])=[CH:16][C:15]=1[F:21])#[CH:13].N>>[Cl:1][C:2]1[CH:11]=[C:6]([C:7]2[CH:13]=[C:12]([C:14]3[CH:19]=[CH:18][C:17]([F:20])=[CH:16][C:15]=3[F:21])[O:9][N:8]=2)[CH:5]=[N:4][CH:3]=1. Procedure details: The titled compound was prepared according to Method CB using the product of Example 69B (57 mg, 0.3 mmol) and 1-ethynyl-2,4-difluorobenzene (Aldrich, 41 mg, 0.3 mmol). 1H NMR (300 MHz, DMSO-d6) δ 7.30-7.43 (m, 1H), 7.61 (ddd, J=11.4, 9.2, 2.8 Hz, 1H), 7.68 (d, J=3.2 Hz, 1H), 8.07 (td, J=8.5, 6.3 Hz, 1H), 8.54 (t, J=2.0 Hz, 1H), 8.80 (d, J=2.4 Hz, 1H), 9.15 (d, J=2.0 Hz, 1H) ppm; MS (DCI/NH3) m/z 293 (M+H)+, 295 (M+H)+.